Task: describe an organic reaction: reactants, conditions, products, and yield. Dataset: the Open Reaction Database (ORD), a public repository of structured organic reaction records The reactants are [BH3-]C#N, CNC, CC(=O)O, CO, CC(C)(C)OC(=O)NC1CCC(c2cccc(F)c2F)Cn2c(CC=O)cnc21, [Na+]. The product is CN(C)CCc1cnc2n1CC(c1cccc(F)c1F)CCC2NC(=O)OC(C)(C)C. RXN SMILES: [C:1]([BH3-:2])#[N:3].[CH3:34][NH:35][CH3:36].[CH3:37][C:38](=[O:39])[OH:40].[CH3:41][OH:42].[F:5][c:6]1[c:7]([CH:13]2[CH2:14][CH2:15][CH:16]([NH:26][C:27]([O:28][C:29]([CH3:30])([CH3:31])[CH3:32])=[O:33])[c:17]3[n:18]([c:20]([CH2:23][CH:24]=[O:25])[cH:21][n:22]3)[CH2:19]2)[cH:8][cH:9][cH:10][c:11]1[F:12].[Na+:4]>>[F:5][c:6]1[c:7]([CH:13]2[CH2:14][CH2:15][CH:16]([NH:26][C:27]([O:28][C:29]([CH3:30])([CH3:31])[CH3:32])=[O:33])[c:17]3[n:18]([c:20]([CH2:23][CH2:24][N:35]([CH3:34])[CH3:36])[cH:21][n:22]3)[CH2:19]2)[cH:8][cH:9][cH:10][c:11]1[F:12].